From a dataset of the Open Reaction Database (ORD), a public repository of structured organic reaction records. describe an organic reaction: reactants, conditions, products, and yield Starting materials: CC(C)(C)OC(=O)NCC1CN(c2ccc3c(c2)CCN(C(=O)OCc2ccccc2)C3)C(=O)O1, CO. The product is CC(C)(C)OC(=O)NCC1CN(c2ccc3c(c2)CCNC3)C(=O)O1. As a reaction SMILES: [CH3:1][C:2]([CH3:3])([O:4][C:5](=[O:6])[NH:7][CH2:8][CH:9]1[CH2:10][N:11]([c:15]2[cH:16][c:17]3[c:22]([cH:23][cH:24]2)[CH2:21][N:20]([C:25]([O:26][CH2:27][c:28]2[cH:29][cH:30][cH:31][cH:32][cH:33]2)=[O:34])[CH2:19][CH2:18]3)[C:12](=[O:14])[O:13]1)[CH3:35].[CH3:36][OH:37]>>[CH3:1][C:2]([CH3:3])([O:4][C:5](=[O:6])[NH:7][CH2:8][CH:9]1[CH2:10][N:11]([c:15]2[cH:16][c:17]3[c:22]([cH:23][cH:24]2)[CH2:21][NH:20][CH2:19][CH2:18]3)[C:12](=[O:14])[O:13]1)[CH3:35]. The reactants are Cl.NCCCCCCCCNC(OC(C)(C)C)=O (tert-butyl 8-aminooctylcarbamate hydrochloride), CCN(C(C)C)C(C)C (iPr2NEt), ClC1=NC(=NC(=N1)OCC(F)(F)F)NC1=CC=C(C(=O)OC)C=C1 (methyl 4-(4-chloro-6-(2,2,2-trifluoroethoxy)-1,3,5-triazin-2-ylamino)benzoate). Solvent: C1CCOC1 (THF). Conditions: temperature 70 celsius. The product is C(C)(C)(C)OC(=O)NCCCCCCCCNC1=NC(=NC(=N1)OCC(F)(F)F)NC1=CC=C(C(=O)OC)C=C1 (methyl 4-(4-(8-(tert-butoxycarbonylamino)octylamino)-6-(2,2,2-trifluoroethoxy)-1,3,5-triazin-2-ylamino)benzoate). Isolated yield 60.4%. RXN SMILES: Cl[C:2]1[N:7]=[C:6]([O:8][CH2:9][C:10]([F:13])([F:12])[F:11])[N:5]=[C:4]([NH:14][C:15]2[CH:24]=[CH:23][C:18]([C:19]([O:21][CH3:22])=[O:20])=[CH:17][CH:16]=2)[N:3]=1.Cl.[NH2:26][CH2:27][CH2:28][CH2:29][CH2:30][CH2:31][CH2:32][CH2:33][CH2:34][NH:35][C:36](=[O:42])[O:37][C:38]([CH3:41])([CH3:40])[CH3:39].CCN(C(C)C)C(C)C>C1COCC1>[C:38]([O:37][C:36]([NH:35][CH2:34][CH2:33][CH2:32][CH2:31][CH2:30][CH2:29][CH2:28][CH2:27][NH:26][C:2]1[N:7]=[C:6]([O:8][CH2:9][C:10]([F:13])([F:12])[F:11])[N:5]=[C:4]([NH:14][C:15]2[CH:24]=[CH:23][C:18]([C:19]([O:21][CH3:22])=[O:20])=[CH:17][CH:16]=2)[N:3]=1)=[O:42])([CH3:41])([CH3:40])[CH3:39] |f:1.2|. Procedure details: To a suspension of methyl 4-(4-chloro-6-(2,2,2-trifluoroethoxy)-1,3,5-triazin-2-ylamino)benzoate (600 mg) in THF (20 mL) was added tert-butyl 8-aminooctylcarbamate hydrochloride (465 mg) and iPr2NEt (0.578 mL). The mixture was heated at 70° C. for 16 hours. The solvent was removed under vacuum. The residue was purified by silica gel column (EtOAC/Hexanes=4:1) to give methyl 4-(4-(8-(tert-butoxycarbonylamino)octylamino)-6-(2,2,2-trifluoroethoxy)-1,3,5-triazin-2-ylamino)benzoate (0.57 g).